describe an organic reaction: reactants, conditions, products, and yield From a dataset of the Open Reaction Database (ORD), a public repository of structured organic reaction records. The reactants are C1CCOC1, COC(=O)c1ccc(COc2cc(Cl)ccc2CN=[N+]=[N-])cc1, O, c1ccc(P(c2ccccc2)c2ccccc2)cc1. The product is COC(=O)c1ccc(COc2cc(Cl)ccc2CN)cc1. As a reaction SMILES: [CH2:44]1[O:45][CH2:46][CH2:47][CH2:48]1.[N:1](=[N+:2]=[N-:3])[CH2:4][c:5]1[c:6]([O:7][CH2:8][c:9]2[cH:10][cH:11][c:12]([C:13](=[O:14])[O:15][CH3:16])[cH:17][cH:18]2)[cH:19][c:20]([Cl:23])[cH:21][cH:22]1.[OH2:43].[c:24]1([P:25]([c:26]2[cH:27][cH:28][cH:29][cH:30][cH:31]2)[c:32]2[cH:33][cH:34][cH:35][cH:36][cH:37]2)[cH:38][cH:39][cH:40][cH:41][cH:42]1>>[NH2:1][CH2:4][c:5]1[c:6]([O:7][CH2:8][c:9]2[cH:10][cH:11][c:12]([C:13](=[O:14])[O:15][CH3:16])[cH:17][cH:18]2)[cH:19][c:20]([Cl:23])[cH:21][cH:22]1. Procedure: N-Methylmorpholine (9.85 g, 97.5 mmol) and isobutyl chloroformate (13.33 g, 97.5 mmol) was added to (R)-pyrrolidine-1,2-dicarboxylic acid 1-tert-butyl ester (20.0 g, 92.9 mmol) in THF (200 mL) at −78° C. and stirred for 1 h. Ammonium hydroxide (58 mL) was added slowly as the reaction warmed up to RT and stirred for a further 2 h. The reaction mixture was partitioned between DCM and water. The organic extracts were washed with 1 M HCl, dried over sodium sulphate, filtered and concentrated to affo... Reaction SMILES: C[N:2]1CCOCC1.ClC(OCC(C)C)=O.[C:16]([O:20][C:21]([N:23]1[CH2:27][CH2:26][CH2:25][C@@H:24]1[C:28]([OH:30])=O)=[O:22])([CH3:19])([CH3:18])[CH3:17].[OH-].[NH4+]>C1COCC1>[C:16]([O:20][C:21]([N:23]1[CH2:27][CH2:26][CH2:25][C@@H:24]1[C:28](=[O:30])[NH2:2])=[O:22])([CH3:19])([CH3:18])[CH3:17] |f:3.4|. Run in C1CCOC1 (THF). Conditions: time 1 hour. The yield is 54.3%. Yields the product C(C)(C)(C)OC(=O)N1[C@H](CCC1)C(N)=O ((R)-2-Carbamoyl-pyrrolidine-1-carboxylic acid tert-butyl ester). Starting materials: [OH-].[NH4+] (Ammonium hydroxide), CN1CCOCC1 (N-Methylmorpholine), ClC(=O)OCC(C)C (isobutyl chloroformate), C(C)(C)(C)OC(=O)N1[C@H](CCC1)C(=O)O ((R)-pyrrolidine-1,2-dicarboxylic acid 1-tert-butyl ester). The reactants are C([O-])([O-])=O.[Na+].[Na+] (sodium carbonate), OO (hydrogen peroxide), COC1=CC=C2C=3C=C(C=C(C3NC2=C1)C#N)C1=CC=C(C=C1)OC (7-methoxy-3-(4-methoxyphenyl)-9H-carbazole-1-carbonitrile), [OH-].[Na+] (Sodium hydroxide), OO (hydrogen peroxide). The solvent is C(C)O (ethanol). Reaction conditions: temperature 60 celsius, time 17 hour. The product is COC1=CC=C2C=3C=C(C=C(C3NC2=C1)C(=O)N)C1=CC=C(C=C1)OC (7-methoxy-3-(4-methoxyphenyl)-9H-carbazole-1-carboxamide). Yield: 56.4%. As a reaction SMILES: C(=O)([O-])[O-:2].[Na+].[Na+].OO.[CH3:9][O:10][C:11]1[CH:23]=[C:22]2[C:14]([C:15]3[CH:16]=[C:17]([C:26]4[CH:31]=[CH:30][C:29]([O:32][CH3:33])=[CH:28][CH:27]=4)[CH:18]=[C:19]([C:24]#[N:25])[C:20]=3[NH:21]2)=[CH:13][CH:12]=1.[OH-].[Na+]>C(O)C>[CH3:9][O:10][C:11]1[CH:23]=[C:22]2[C:14]([C:15]3[CH:16]=[C:17]([C:26]4[CH:27]=[CH:28][C:29]([O:32][CH3:33])=[CH:30][CH:31]=4)[CH:18]=[C:19]([C:24]([NH2:25])=[O:2])[C:20]=3[NH:21]2)=[CH:13][CH:12]=1 |f:0.1.2,5.6|. Procedure: Aqueous sodium carbonate (3 M, 700 μL, 2.10 mmol) and aqueous hydrogen peroxide (30%, 700 μL, 6.79 mmol) were added to a suspension of 7-methoxy-3-(4-methoxyphenyl)-9H-carbazole-1-carbonitrile (69 mg, 0.21 mmol) in ethanol (10 mL). The mixture was heated overnight at 60° C. Sodium hydroxide (84 mg, 2.10 mmol) and additional aqueous hydrogen peroxide (30%, 700 μL, 6.79 mmol) were added and heating was continued for a further 17 hr. The ethanol was removed on the rotary evaporator and the white pr...